This data is from the Open Reaction Database (ORD), a public repository of structured organic reaction records. The task is: describe an organic reaction: reactants, conditions, products, and yield Starting materials: C(#N)C=1C=C(C=CC1F)B(O)O ((3-cyano-4-fluorophenyl)boronic acid), BrC1=CN(C2=CC(=CC=C12)S(=O)(=O)N(C1=NC=NS1)CC1=C(C=C(C=C1)OC)OC)C (3-bromo-N-(2,4-dimethoxybenzyl)-1-methyl-N-(1,2,4-thiadiazol-5-yl)-1H-indole-6-sulfonamide). Yields the product C(#N)C=1C=C(C=CC1F)C1=CN(C2=CC(=CC=C12)S(=O)(=O)NC1=NC=NS1)C (3-(3-cyano-4-fluorophenyl)-1-methyl-N-(1,2,4-thiadiazol-5-yl)-1H-indole-6-sulfonamide). As a reaction SMILES: [C:1]([C:3]1[CH:4]=[C:5](B(O)O)[CH:6]=[CH:7][C:8]=1[F:9])#[N:2].Br[C:14]1[C:22]2[C:17](=[CH:18][C:19]([S:23]([N:26](CC3C=CC(OC)=CC=3OC)[C:27]3[S:31][N:30]=[CH:29][N:28]=3)(=[O:25])=[O:24])=[CH:20][CH:21]=2)[N:16]([CH3:43])[CH:15]=1>>[C:1]([C:3]1[CH:4]=[C:5]([C:14]2[C:22]3[C:17](=[CH:18][C:19]([S:23]([NH:26][C:27]4[S:31][N:30]=[CH:29][N:28]=4)(=[O:24])=[O:25])=[CH:20][CH:21]=3)[N:16]([CH3:43])[CH:15]=2)[CH:6]=[CH:7][C:8]=1[F:9])#[N:2]. Reported procedure: The title compound was prepared in an analogous manner to that described in Example 28 using (3-cyano-4-fluorophenyl)boronic acid and 3-bromo-N-(2,4-dimethoxybenzyl)-1-methyl-N-(1,2,4-thiadiazol-5-yl)-1H-indole-6-sulfonamide, and the desired product, 3-(3-cyano-4-fluorophenyl)-1-methyl-N-(1,2,4-thiadiazol-5-yl)-1H-indole-6-sulfonamide, was isolated as an off-white solid. 1H NMR (500 MHz, DMSO-d6) δ ppm 3.90 (s, 3 H) 7.54-7.60 (m, 2 H) 7.91-8.07 (m, 5 H) 8.13 (dd, J=6.13, 2.35 Hz, 1H). m/z (ESI) ... Starting materials: NC1=C(C=C(C=C1)S(=O)(=O)N)C#CC1=NNC2=CC(=CC=C12)Cl (4-Amino-3-(6-chloro-1H-indazol-3-ylethynyl)-benzenesulfonamide), mercuric acetate. Solvent: C(C)(=O)O (acetic acid). Run at time 2 hour. Yields the product ClC1=CC=C2C(=NNC2=C1)C=1NC2=CC=C(C=C2C1)S(=O)(=O)N (2-(6-Chloro-1H-indazol-3-yl)-1H-indole-5-sulfonic acid amide). RXN SMILES: [NH2:1][C:2]1[CH:7]=[CH:6][C:5]([S:8]([NH2:11])(=[O:10])=[O:9])=[CH:4][C:3]=1[C:12]#[C:13][C:14]1[C:22]2[C:17](=[CH:18][C:19]([Cl:23])=[CH:20][CH:21]=2)[NH:16][N:15]=1>C(O)(=O)C>[Cl:23][C:19]1[CH:18]=[C:17]2[C:22]([C:14]([C:13]3[NH:1][C:2]4[C:3]([CH:12]=3)=[CH:4][C:5]([S:8]([NH2:11])(=[O:9])=[O:10])=[CH:6][CH:7]=4)=[N:15][NH:16]2)=[CH:21][CH:20]=1. Procedure details: The alkyne (5-4, 56 mg, 0.161 mmol) was dissolved in acetic acid (8 mL) and treated with mercuric acetate (77 mg, 0.24 mmol). After 2 h stirring, the reaction mixture was concentrated in vacuo, suspended in saturated aqueous sodium bicarbonate and treated with sodium borohydride. After 10 min stirring, the mixture was extracted with ethyl acetate. The organic layer was washed with brine, separated, dried (MgSO4) and concentrated in vacuo. Chromatography (SiO2, 50% ethyl acetate in hexanes) affor... The reactants are CCOCC, C1CCOC1, Cl, [K+], COC(=O)C1CCCCc2noc(=O)n21, [OH-]. The product is O=C(O)C1CCCCc2noc(=O)n21. RXN SMILES: [CH2:18]([O:19][CH2:20][CH3:21])[CH3:22].[CH2:24]1[O:25][CH2:26][CH2:27][CH2:28]1.[ClH:23].[K+:2].[O:3]=[c:4]1[o:5][n:6][c:7]2[n:8]1[CH:9]([C:14](=[O:15])[O:16][CH3:17])[CH2:10][CH2:11][CH2:12][CH2:13]2.[OH-:1]>>[O:3]=[c:4]1[o:5][n:6][c:7]2[n:8]1[CH:9]([C:14](=[O:15])[OH:16])[CH2:10][CH2:11][CH2:12][CH2:13]2. Starting materials: ClCCl, Cn1ccnc1, COC(=O)Cl, O, Cc1cc([N+](=O)[O-])c(NC(C)C(=O)N(C)O)c([N+](=O)[O-])c1. Yields the product COC(=O)ON(C)C(=O)C(C)Nc1c([N+](=O)[O-])cc(C)cc1[N+](=O)[O-]. As a reaction SMILES: [CH2:34]([Cl:35])[Cl:36].[CH3:22][n:23]1[cH:24][cH:25][n:26][cH:27]1.[CH3:28][O:29][C:30](=[O:31])[Cl:32].[OH2:33].[OH:1][N:2]([C:3]([CH:4]([CH3:5])[NH:6][c:7]1[c:8]([N+:17](=[O:18])[O-:19])[cH:9][c:10]([CH3:16])[cH:11][c:12]1[N+:13](=[O:14])[O-:15])=[O:20])[CH3:21]>>[O:1]([N:2]([C:3]([CH:4]([CH3:5])[NH:6][c:7]1[c:8]([N+:17](=[O:18])[O-:19])[cH:9][c:10]([CH3:16])[cH:11][c:12]1[N+:13](=[O:14])[O-:15])=[O:20])[CH3:21])[C:30]([O:29][CH3:28])=[O:31]. Reactants: C(C(C)C)(=O)NC=1OC(=CN1)C (2-isobutyramido-5-methyloxazole), [H-].[Na+] (sodium hydride), ICCCC (iodobutane). The solvent is CN(C=O)C (dimethylformamide). Run at temperature 5 celsius, time 30 minute. The product is C(CCC)N(C(C(C)C)=O)C=1OC(=CN1)C (2-(N-butyl-isobutyramido)-5-methyloxazole). As a reaction SMILES: [C:1]([NH:6][C:7]1[O:8][C:9]([CH3:12])=[CH:10][N:11]=1)(=[O:5])[CH:2]([CH3:4])[CH3:3].[H-].[Na+].I[CH2:16][CH2:17][CH2:18][CH3:19]>CN(C)C=O>[CH2:16]([N:6]([C:7]1[O:8][C:9]([CH3:12])=[CH:10][N:11]=1)[C:1](=[O:5])[CH:2]([CH3:4])[CH3:3])[CH2:17][CH2:18][CH3:19] |f:1.2|. Procedure details: 2-isobutyramido-5-methyloxazole (2.10 g., 0.0124 mol), prepared as above, was dissolved in dry dimethylformamide (10 mls.) and cooled to below 5° C. To this was added sodium hydride (0.70 g., 0.0145 mol.) portionwise, keeping the temperature below 5° C. After the addition, the mixture was stirred for a further 30 minutes at 5° C. and then allowed to warm to room temperature. The iodobutane (5.0 g., 0.0271 mol.) was added. The mixture was stirred overnight, the solvent was evaporated under reduce... Reactants: BrB(Br)Br, O=c1[nH]c(-c2ccc(OCc3sc(-c4ccc(C(F)(F)F)cc4)nc3CCCOCc3ccccc3)cc2F)no1, CC(C)=O, CO, ClCCl, ClCCl, [Na+], O=C([O-])O. Yields the product O=c1[nH]c(-c2ccc(OCc3sc(-c4ccc(C(F)(F)F)cc4)nc3CCCO)cc2F)no1. RXN SMILES: [B:42]([Br:43])([Br:44])[Br:45].[CH2:1]([c:2]1[cH:3][cH:4][cH:5][cH:6][cH:7]1)[O:8][CH2:9][CH2:10][CH2:11][c:12]1[n:13][c:14](-[c:32]2[cH:33][cH:34][c:35]([C:38]([F:39])([F:40])[F:41])[cH:36][cH:37]2)[s:15][c:16]1[CH2:17][O:18][c:19]1[cH:20][c:21]([F:31])[c:22](-[c:25]2[n:26][o:27][c:28](=[O:30])[nH:29]2)[cH:23][cH:24]1.[CH3:46][C:47]([CH3:48])=[O:49].[CH3:61][OH:62].[Cl:50][CH2:51][Cl:52].[Cl:58][CH2:59][Cl:60].[Na+:57].[O-:53][C:54]([OH:55])=[O:56]>>[OH:8][CH2:9][CH2:10][CH2:11][c:12]1[n:13][c:14](-[c:32]2[cH:33][cH:34][c:35]([C:38]([F:39])([F:40])[F:41])[cH:36][cH:37]2)[s:15][c:16]1[CH2:17][O:18][c:19]1[cH:20][c:21]([F:31])[c:22](-[c:25]2[n:26][o:27][c:28](=[O:30])[nH:29]2)[cH:23][cH:24]1. Starting materials: COC1=C(C=C(C(=O)OCC)C(=O)OCC)C(=CC=C1)OC (diethyl (2,6-dimethoxybenzylidene)malonate), CO (methanol). Reagents/catalysts: [C].[Pd] (palladium-carbon). Solvent: C(C)(=O)O (acetic acid). Run at temperature 25 celsius, time 8 hour. Product: COC1=C(CC(C(=O)OCC)C(=O)OCC)C(=CC=C1)OC (diethyl (2,6-dimethoxybenzyl)malonate). Isolated yield 74.5%. Reaction SMILES: [CH3:1][O:2][C:3]1[CH:20]=[CH:19][CH:18]=[C:17]([O:21][CH3:22])[C:4]=1[CH:5]=[C:6]([C:12]([O:14][CH2:15][CH3:16])=[O:13])[C:7]([O:9][CH2:10][CH3:11])=[O:8].CO>[C].[Pd].C(O)(=O)C>[CH3:22][O:21][C:17]1[CH:18]=[CH:19][CH:20]=[C:3]([O:2][CH3:1])[C:4]=1[CH2:5][CH:6]([C:7]([O:9][CH2:10][CH3:11])=[O:8])[C:12]([O:14][CH2:15][CH3:16])=[O:13] |f:2.3|. Procedure: A mixture of 2.8 g of diethyl (2,6-dimethoxybenzylidene)malonate, 0.6 g of palladium-carbon, 50 ml of methanol and 50 ml of glacial acetic acid was stirred at 25° C. overnight. The solution was filtered and concentrated, and the residue was taken up in ethyl acetate and extracted with 20% NaHCO3 and some ice. Thereafter, the mixture was extracted with 1N, HCl, back-washed with saturated NaCl solution, the organic phase was dried and evaporated under reduced pressure. The crude product was distil... The reactants are CC#N (MeCN), NC=1SC(=C(N1)C)C1=NC(=NC=C1)NC1=CC(=CC=C1)[N+](=O)[O-] ([4-(2-amino-4-methyl-thiazol-5-yl)-pyrimidin-2-yl]-(3-nitro-phenyl)-amine), CC#N (MeCN), ClCC(=O)Cl (Chloroacetyl chloride), N1=CC=CC=C1 (pyridine). Solvent: CN(C)C=O (DMF), C(=O)(C(F)(F)F)O (CF3COOH), C(=O)(C(F)(F)F)O (CF3COOH). Reaction conditions: time 18 hour. Yields the product ClCC(=O)NC=1SC(=C(N1)C)C1=NC(=NC=C1)NC1=CC(=CC=C1)[N+](=O)[O-] (2-Chloro-N-{4-methyl-5-[2-(3-nitro-phenylamino)-pyrimidin-4-yl]-thiazol-2-yl}-acetamide). Reaction SMILES: [NH2:1][C:2]1[S:3][C:4]([C:8]2[CH:13]=[CH:12][N:11]=[C:10]([NH:14][C:15]3[CH:20]=[CH:19][CH:18]=[C:17]([N+:21]([O-:23])=[O:22])[CH:16]=3)[N:9]=2)=[C:5]([CH3:7])[N:6]=1.[Cl:24][CH2:25][C:26](Cl)=[O:27].N1C=CC=CC=1.CC#N>CN(C=O)C.C(O)(C(F)(F)F)=O>[Cl:24][CH2:25][C:26]([NH:1][C:2]1[S:3][C:4]([C:8]2[CH:13]=[CH:12][N:11]=[C:10]([NH:14][C:15]3[CH:20]=[CH:19][CH:18]=[C:17]([N+:21]([O-:23])=[O:22])[CH:16]=3)[N:9]=2)=[C:5]([CH3:7])[N:6]=1)=[O:27]. Procedure: A solution of [4-(2-amino-4-methyl-thiazol-5-yl)-pyrimidin-2-yl]-(3-nitro-phenyl)-amine (0.33 g, 1.0 mmol) in dry DMF (3 mL) was cooled on an ice-water bath. Chloroacetyl chloride (0.22 g, 2.0 mmol) and pyridine (80 μL) were added. After stirring at room temperature for 18 h, the product was isolated as a brown solid by preparative RP-HPLC (Vydac 218TP1022, 9 mL/min) using a gradient from 10-70% MeCN in 0.1% aq CF3COOH over 40 min. Anal. RP-HPLC: tR=20.62 min (Vydac 218TP54, 0-60% MeCN in 0.1% a... Reactants: ice water, Stannic chloride, C(C)(C)(C)C1=C(C=2CCCCC2C=C1)O (2-tert-butyl-5,6,7,8-tetrahydro-1-naphthol), COC(Cl)Cl (1,1-dichloromethyl methyl ether). The solvent is ClCCl (dichloromethane). Run at time 10 minute. The product is C(C)(C)(C)C=1C=C(C=2CCCCC2C1O)C=O (3-Tert-butyl-4-hydroxy-5,6,7,8-tetrahydronaphthaldehyde). Reaction SMILES: [C:1]([C:5]1[CH:14]=[CH:13][C:12]2[CH2:11][CH2:10][CH2:9][CH2:8][C:7]=2[C:6]=1[OH:15])([CH3:4])([CH3:3])[CH3:2].[CH3:16][O:17]C(Cl)Cl>ClCCl>[C:1]([C:5]1[CH:14]=[C:13]([CH:16]=[O:17])[C:12]2[CH2:11][CH2:10][CH2:9][CH2:8][C:7]=2[C:6]=1[OH:15])([CH3:4])([CH3:2])[CH3:3]. Procedure: Stannic chloride (36.71 g, 0.141 mole) was added to a solution of 2-tert-butyl-5,6,7,8-tetrahydro-1-naphthol (16.0 g, 0.0783 mole) in dry dichloromethane (150 ml) at -10°. To the stirred solution was added 1,1-dichloromethyl methyl ether (13.45 g, 0.118 mole) dropwise at 0°. After 10 minutes, the reaction mixture was treated with ice-water and extracted with ethyl acetate (2×200 ml). The organic extract washed with aqueous saturated sodium chloride and dried over magnesium sulphate. The solvents... The reactants are S(=O)(Cl)Cl (thionyl chloride), C(C1=CC(OC)=C(OC)C=C1)(=O)O (veratric acid). The reagents and catalysts are N1=CC=CC=C1 (pyridine). Solvent: C1=CC=CC=C1 (benzene). Conditions: time 3 minute. Product: C(C1=CC(OC)=C(OC)C=C1)(=O)Cl (veratroyl chloride). Isolated yield 99.9%. As a reaction SMILES: S(Cl)([Cl:3])=O.[C:5]([OH:17])(=O)[C:6]1[CH:15]=[CH:14][C:11]([O:12][CH3:13])=[C:8]([O:9][CH3:10])[CH:7]=1>C1C=CC=CC=1.N1C=CC=CC=1>[C:5]([Cl:3])(=[O:17])[C:6]1[CH:15]=[CH:14][C:11]([O:12][CH3:13])=[C:8]([O:9][CH3:10])[CH:7]=1. Reported procedure: In a 2-neck 100 ml-round bottom flask, 10.0 g (54.9 m mol) of veratric acid was dissolved in 50 ml of benzene, and after adding 2 to 3 drops of pyridine to the solution, 13 g (109 m mol) of thionyl chloride was dropped into the solution while stirring the solution at room temperature within 3 min. Then the content was heated to 70° to 80° C. on a water bath, and maintained at the temperature for 2 hours under a reflux condenser and agitation. Then, the solvent and excess thionyl chloride were ev...